Dataset: the Open Reaction Database (ORD), a public repository of structured organic reaction records. Task: describe an organic reaction: reactants, conditions, products, and yield The reactants are FC1=CC=C(C=C1)C(C(CC(C(C)C)=O)C1=CC=CC=C1)=O (1-(4-fluorophenyl)-5-methyl-2-phenyl-1,4-hexanedione), NCC[C@@H]1C[C@@H](OB(O1)OC)CC(=O)OC(C)(C)C (t-butyl 2-((4R,6R)-6-(2-aminoethyl)-2-methoxy-1,3,2-dioxaborinan-4-yl)acetate). Product: FC1=CC=C(C=C1)C=1N(C(=CC1C1=CC=CC=C1)C(C)C)CC[C@@H]1C[C@@H](OB(O1)OC)CC(=O)OC(C)(C)C (t-butyl 2-((4R,6R)-6-(2-(2-(4-fluorophenyl)-5-isopropyl-3-phenyl-1H-pyrrol-1-yl)ethyl)-2-methoxy-1,3,2-dioxaborinan-4-yl)acetate). As a reaction SMILES: [F:1][C:2]1[CH:7]=[CH:6][C:5]([C:8](=O)[CH:9]([C:16]2[CH:21]=[CH:20][CH:19]=[CH:18][CH:17]=2)[CH2:10][C:11](=O)[CH:12]([CH3:14])[CH3:13])=[CH:4][CH:3]=1.[NH2:23][CH2:24][CH2:25][C@H:26]1[O:31][B:30]([O:32][CH3:33])[O:29][C@@H:28]([CH2:34][C:35]([O:37][C:38]([CH3:41])([CH3:40])[CH3:39])=[O:36])[CH2:27]1>>[F:1][C:2]1[CH:7]=[CH:6][C:5]([C:8]2[N:23]([CH2:24][CH2:25][C@H:26]3[O:31][B:30]([O:32][CH3:33])[O:29][C@@H:28]([CH2:34][C:35]([O:37][C:38]([CH3:41])([CH3:40])[CH3:39])=[O:36])[CH2:27]3)[C:11]([CH:12]([CH3:14])[CH3:13])=[CH:10][C:9]=2[C:16]2[CH:21]=[CH:20][CH:19]=[CH:18][CH:17]=2)=[CH:4][CH:3]=1. Procedure: According to the same method as in Example 4-1, the title compound was synthesized using 1-(4-fluorophenyl)-5-methyl-2-phenyl-1,4-hexanedione and t-butyl 2-((4R,6R)-6-(2-aminoethyl)-2-methoxy-1,3,2-dioxaborinan-4-yl)acetate. The reactants are Cl(=O)[O-].[Na+] (sodium chlorite), P(=O)(O)(O)[O-].[Na+] (sodium dihydrogen orthophosphate), C(C)N1N=C(C(=C1C=O)CC1=CC=C(C=C1)C1=C(C=CC=C1)NS(=O)(=O)C(F)(F)F)CCC (N-[4'-[[1-Ethyl-5-formyl-3-propyl-1H-pyrazol-4-yl]methyl][1,1'-biphenyl]-2-yl]trifluoromethanesulphonamide), CC(C)=CC (2-methyl-2-butene). Solvent: O (water), C(C)(C)(C)O (t-butanol), C1CCOC1 (THF). Conditions: time 3 hour. Product: C(C)N1N=C(C(=C1C(=O)O)CC1=CC=C(C=C1)C1=C(C=CC=C1)NS(=O)(=O)C(F)(F)F)CCC (1-Ethyl-3-propyl-4-[[2'-[[(trifluoromethyl)sulphonyl]amino][1,1'-biphenyl]-4-yl]methyl]-1H-pyrazole-5-carboxylic acid). The yield is 56.3%. RXN SMILES: Cl([O-])=O.[Na+].P([O-])(O)(O)=[O:6].[Na+].[CH2:11]([N:13]1[C:17]([CH:18]=[O:19])=[C:16]([CH2:20][C:21]2[CH:26]=[CH:25][C:24]([C:27]3[CH:32]=[CH:31][CH:30]=[CH:29][C:28]=3[NH:33][S:34]([C:37]([F:40])([F:39])[F:38])(=[O:36])=[O:35])=[CH:23][CH:22]=2)[C:15]([CH2:41][CH2:42][CH3:43])=[N:14]1)[CH3:12].CC(=CC)C>O.C(O)(C)(C)C.C1COCC1>[CH2:11]([N:13]1[C:17]([C:18]([OH:6])=[O:19])=[C:16]([CH2:20][C:21]2[CH:22]=[CH:23][C:24]([C:27]3[CH:32]=[CH:31][CH:30]=[CH:29][C:28]=3[NH:33][S:34]([C:37]([F:38])([F:40])[F:39])(=[O:35])=[O:36])=[CH:25][CH:26]=2)[C:15]([CH2:41][CH2:42][CH3:43])=[N:14]1)[CH3:12] |f:0.1,2.3|. Procedure: A solution of sodium chlorite (0.4 g) and sodium dihydrogen orthophosphate (2.56 g) in water (5 ml) was added to a solution of the product of Example 88 (430 mg) and 2-methyl-2-butene (4.5 ml, 2M solution in THF) in t-butanol (5 ml) and THF (10 ml) and the resulting mixture stirred for 3 h. Solvent was removed in vacuo, the residue taken up in dichloromethane (10 ml) and washed with water (10 ml). 2N Sodium hydroxide (10 ml) was added to the organic solution and the organic layer removed. 2N Hyd... The reactants are CCOC(=O)CCn1nnc2c(C(N)=O)ncn2c1=O, Cl. The product is NC(=O)c1ncn2c(=O)n(CCC(=O)O)nnc12. RXN SMILES: [C:1]([NH2:2])(=[O:3])[c:4]1[n:5][cH:6][n:7]2[c:8]1[n:9][n:10][n:11]([CH2:14][CH2:15][C:16](=[O:17])[O:18][CH2:19][CH3:20])[c:12]2=[O:13].[ClH:21]>>[C:1]([NH2:2])(=[O:3])[c:4]1[n:5][cH:6][n:7]2[c:8]1[n:9][n:10][n:11]([CH2:14][CH2:15][C:16](=[O:17])[OH:18])[c:12]2=[O:13]. Reaction SMILES: [CH2:2]([CH2:3][CH3:4])[O:5][C:6]([NH:7][CH:8]([C:9]([CH3:10])([CH3:11])[S:12][CH:13]([CH3:14])[CH3:15])[C:16](=[O:17])[N:18]1[CH:19]([C:23]([NH:24][CH2:25][CH:26]2[CH2:27][CH2:28][CH:29]([NH2:32])[CH2:30][CH2:31]2)=[O:33])[CH2:20][CH2:21][CH2:22]1)=[O:34].[CH3:39][CH2:40][OH:41].[ClH:1].[OH:35][N+:36]([O-:37])=[O:38]>>[CH2:2]([CH2:3][CH3:4])[O:5][C:6]([NH:7][CH:8]([C:9]([CH3:10])([CH3:11])[S:12][CH:13]([CH3:14])[CH3:15])[C:16](=[O:17])[N:18]1[CH:19]([C:23]([NH:24][CH2:25][CH:26]2[CH2:27][CH2:28][CH:29]([NH2:32])[CH2:30][CH2:31]2)=[O:33])[CH2:20][CH2:21][CH2:22]1)=[O:34].[O:35]=[N+:36]([OH:37])[O-:38]. The reactants are CCCOC(=O)NC(C(=O)N1CCCC1C(=O)NCC1CCC(N)CC1)C(C)(C)SC(C)C, CCO, Cl, O=[N+]([O-])O. Yields the product CCCOC(=O)NC(C(=O)N1CCCC1C(=O)NCC1CCC(N)CC1)C(C)(C)SC(C)C, O=[N+]([O-])O.